From a dataset of the Open Reaction Database (ORD), a public repository of structured organic reaction records. describe an organic reaction: reactants, conditions, products, and yield Starting materials: CC(=O)O, CCO, CCOC(=O)c1sc(-c2cccnc2)nc1C, Cl, [Na+], [OH-], O. The product is Cc1nc(-c2cccnc2)sc1C(=O)O. RXN SMILES: [CH3:21][C:22](=[O:23])[OH:24].[CH3:26][CH2:27][OH:28].[CH3:3][c:4]1[n:5][c:6](-[c:14]2[cH:15][n:16][cH:17][cH:18][cH:19]2)[s:7][c:8]1[C:9](=[O:10])[O:11][CH2:12][CH3:13].[ClH:20].[Na+:2].[OH-:1].[OH2:25]>>[CH3:3][c:4]1[n:5][c:6](-[c:14]2[cH:15][n:16][cH:17][cH:18][cH:19]2)[s:7][c:8]1[C:9](=[O:10])[OH:11]. The reactants are ClC1=NC(=C2N=CN(C2=N1)CC1=C(C=CC=C1)Cl)NC (2-chloro-9-(2-chlorobenzyl)-6-(N-methylamino)-9H-purine), CN (N-methylamine). The product is CNC1=NC(=C2N=CN(C2=N1)CC1=C(C=CC=C1)Cl)NC (2,6-bis(N-methylamino)-9-(2-chlorobenzyl)-9H-purine). As a reaction SMILES: Cl[C:2]1[N:10]=[C:9]2[C:5]([N:6]=[CH:7][N:8]2[CH2:11][C:12]2[CH:17]=[CH:16][CH:15]=[CH:14][C:13]=2[Cl:18])=[C:4]([NH:19][CH3:20])[N:3]=1.[CH3:21][NH2:22]>>[CH3:21][NH:22][C:2]1[N:10]=[C:9]2[C:5]([N:6]=[CH:7][N:8]2[CH2:11][C:12]2[CH:17]=[CH:16][CH:15]=[CH:14][C:13]=2[Cl:18])=[C:4]([NH:19][CH3:20])[N:3]=1. Procedure details: In a manner analogous to that described in Example 2 it is possible, by reacting 2-chloro-9-(2-chlorobenzyl)-6-(N-methylamino)-9H-purine (Example 18) with N-methylamine, to obtain the 2,6-bis(N-methylamino)-9-(2-chlorobenzyl)-9H-purine, which has a melting range of from 151° to 152°, the reaction mixture being heated at 120° for 20 hours. Reactants: C[Si](C)(C)C#N, Cl, O=C1CC(CF)(CF)Oc2ccc([N+](=O)[O-])cc21, [I-], [I-], O, O=P(Cl)(Cl)Cl, [Zn+2], c1ccncc1, c1ccccc1. Yields the product N#CC1=CC(CF)(CF)Oc2ccc([N+](=O)[O-])cc21. Reaction SMILES: [CH3:19][Si:20]([CH3:21])([CH3:22])[C:23]#[N:24].[ClH:30].[F:1][CH2:2][C:3]1([CH2:17][F:18])[O:4][c:5]2[c:6]([cH:10][c:11]([N+:14](=[O:15])[O-:16])[cH:12][cH:13]2)[C:7](=[O:9])[CH2:8]1.[I-:31].[I-:33].[OH2:34].[P:25]([Cl:26])([Cl:27])([Cl:28])=[O:29].[Zn+2:32].[cH:35]1[cH:36][cH:37][n:38][cH:39][cH:40]1.[cH:41]1[cH:42][cH:43][cH:44][cH:45][cH:46]1>>[F:1][CH2:2][C:3]1([CH2:17][F:18])[O:4][c:5]2[c:6]([cH:10][c:11]([N+:14](=[O:15])[O-:16])[cH:12][cH:13]2)[C:7]([C:23]#[N:24])=[CH:8]1. The reactants are [BH4-].[Na+] (sodium borohydride), ClCCCOC1=C(C=C(C=C1)C(C)=O)O (1-[4-(3-chloropropoxy)-3-hydroxyphenyl]ethanone), [BH4-].[Na+] (sodium borohydride). Solvent: C(C)O.O1CCCC1 (ethanol tetrahydrofuran). Reaction conditions: temperature 10 celsius, time 3 hour. Yields the product ClCCCOC1=C(C=C(C=C1)C(O)C)O (4-(3-chloropropoxy)-3-hydroxy-α-methylbenzene methanol). The yield is 54.6%. As a reaction SMILES: [BH4-].[Na+].[Cl:3][CH2:4][CH2:5][CH2:6][O:7][C:8]1[CH:13]=[CH:12][C:11]([C:14](=[O:16])[CH3:15])=[CH:10][C:9]=1[OH:17]>C(O)C.O1CCCC1>[Cl:3][CH2:4][CH2:5][CH2:6][O:7][C:8]1[CH:13]=[CH:12][C:11]([CH:14]([CH3:15])[OH:16])=[CH:10][C:9]=1[OH:17] |f:0.1,3.4|. Reported procedure: To a flask charged with sodium borohydride (1.5 g, 39.4 mmol) under nitrogen and chilled to 10° C. was added, slowly, a solution of 1-[4-(3-chloropropoxy)-3-hydroxyphenyl]ethanone (6.0 g, 26.2 mmol) dissolved in ethanol-tetrahydrofuran (120 ml, 2:1). After total addition, the ice bath was removed and the reaction was stirred at ambient temperature for 3 hours. An additional amount of sodium borohydride (0.2 g, 5.3 mmol) was carefully added. After stirring at ambient temperature for one hour, the... The reactants are CCCCP(CCCC)CCCC, COC(=O)OC1CC2=CC(OC(=O)OC)C3C4CCC(C(C)C5OCC(C)(C)CO5)C4(C)CCC3C2(C)C(OC(=O)OC)C1, C1COCCO1. The product is COC(=O)OC1CC2=CC=C3C4CCC(C(C)C5OCC(C)(C)CO5)C4(C)CCC3C2(C)C(OC(=O)OC)C1. Reaction SMILES: [CH2:1]([P:2]([CH2:3][CH2:4][CH2:5][CH3:6])[CH2:7][CH2:8][CH2:9][CH3:10])[CH2:11][CH2:12][CH3:13].[CH3:14][C:15]1([CH3:57])[CH2:16][O:17][CH:18]([CH:21]([CH3:22])[CH:23]2[CH2:24][CH2:25][CH:26]3[CH:27]4[CH:28]([O:52][C:53]([O:54][CH3:55])=[O:56])[CH:29]=[C:30]5[CH2:31][CH:32]([O:47][C:48](=[O:49])[O:50][CH3:51])[CH2:33][CH:34]([O:42][C:43](=[O:44])[O:45][CH3:46])[C:35]5([CH3:36])[CH:37]4[CH2:38][CH2:39][C:40]23[CH3:41])[O:19][CH2:20]1.[O:58]1[CH2:59][CH2:60][O:61][CH2:62][CH2:63]1>>[CH3:14][C:15]1([CH3:57])[CH2:16][O:17][CH:18]([CH:21]([CH3:22])[CH:23]2[CH2:24][CH2:25][CH:26]3[C:27]4=[CH:28][CH:29]=[C:30]5[CH2:31][CH:32]([O:47][C:48](=[O:49])[O:50][CH3:51])[CH2:33][CH:34]([O:42][C:43](=[O:44])[O:45][CH3:46])[C:35]5([CH3:36])[CH:37]4[CH2:38][CH2:39][C:40]23[CH3:41])[O:19][CH2:20]1. The reactants are [Sn] (tin), Cl (hydrochloric acid), N1N=C(C2=CC=CC=C12)C=CC1=C(C=C(C(=O)O)C=C1)[N+](=O)[O-] (4-[2-(1H-indazol-3-yl)vinyl]-3-nitrobenzoic acid). The solvent is C(C)O (ethanol). Product: NC=1C=C(C(=O)O)C=CC1C=CC1=NNC2=CC=CC=C12 (3-amino-4-[2-(1H-indazol-3-yl)vinyl]benzoic acid). Reaction SMILES: [NH:1]1[C:9]2[C:4](=[CH:5][CH:6]=[CH:7][CH:8]=2)[C:3]([CH:10]=[CH:11][C:12]2[CH:20]=[CH:19][C:15]([C:16]([OH:18])=[O:17])=[CH:14][C:13]=2[N+:21]([O-])=O)=[N:2]1.[Sn].Cl>C(O)C>[NH2:21][C:13]1[CH:14]=[C:15]([CH:19]=[CH:20][C:12]=1[CH:11]=[CH:10][C:3]1[C:4]2[C:9](=[CH:8][CH:7]=[CH:6][CH:5]=2)[NH:1][N:2]=1)[C:16]([OH:18])=[O:17] |^3:23|. Procedure: Crude 4-[2-(1H-indazol-3-yl)vinyl]-3-nitrobenzoic acid (1.0 g, 3.2 mmol) obtained in Step 1 was dissolved in ethanol (30 mL) and the solution was added with tin (1.2 g, 9.7 mmol) and concentrated hydrochloric acid (7.0 mL), followed by reacting at 40° C. to obtain 3-amino-4-[2-(1H-indazol-3-yl)vinyl]benzoic acid. The crude product (0.65 g, 2.3 mmol) was added with xylene (20 mL), triethylamine (0.16 mL, 1.2 mmol), phthalic anhydride (0.41 g, 2.8 mmol) and molecular sieves 3A (0.65 mg), followed ... Starting materials: O=C1NC=2C(=CC=CC2[C@@H]2[C@@H]1CN(C2)C(=O)OC(C)(C)C)C(F)(F)F ((3aR,9bS)-tert-butyl 4-oxo-6-(trifluoromethyl)-3,3a,4,5-tetrahydro-1H-pyrrolo[3,4-c]quinoline-2(9bH)-carboxylate), Cl (HCl). The solvent is CCOCC (ether). Run at time 15 minute. Product: O=C1NC=2C(=CC=CC2[C@H]2[C@H]1CN(C2)C(=O)OC(C)(C)C)C(F)(F)F ((±)-trans-tert-Butyl 4-oxo-6-(trifluoromethyl)-3,3a,4,5-tetrahydro-1H-pyrrolo [3,4-c]quinoline-2(9bH)-carboxylate). Isolated yield 60.1%. RXN SMILES: [O:1]=[C:2]1[C@H:11]2[CH2:12][N:13]([C:15]([O:17][C:18]([CH3:21])([CH3:20])[CH3:19])=[O:16])[CH2:14][C@@H:10]2[C:9]2[CH:8]=[CH:7][CH:6]=[C:5]([C:22]([F:25])([F:24])[F:23])[C:4]=2[NH:3]1.Cl>CCOCC>[O:1]=[C:2]1[C@@H:11]2[CH2:12][N:13]([C:15]([O:17][C:18]([CH3:19])([CH3:20])[CH3:21])=[O:16])[CH2:14][C@H:10]2[C:9]2[CH:8]=[CH:7][CH:6]=[C:5]([C:22]([F:25])([F:23])[F:24])[C:4]=2[NH:3]1. Procedure details: To a solution of the first eluting compound from Part B above, tentatively assigned as (3aR,9bS)-tert-butyl 4-oxo-6-(trifluoromethyl)-3,3a,4,5-tetrahydro-1H-pyrrolo[3,4-c]quinoline-2(9bH)-carboxylate (50 mg, 0.14 mmol) in 4 mL of ether was added 1 mL of 12 N HCl. The resulting mixture was stirred at ambient temperature for 15 min and then was concentrated and dried in vacuo to a solid. This solid was triturated twice with ether and dried in vacuo to afford 30 mg (75%) of the title compound of Ex...